This data is from the Open Reaction Database (ORD), a public repository of structured organic reaction records. The task is: describe an organic reaction: reactants, conditions, products, and yield Starting materials: COC=1C=C(C=CC1OC)C1CC(CCC1)=O (3-(3,4-Dimethoxyphenyl)cyclohexanone), C(C1=CC=CC=C1)N (benzylamine), C1(=CC=C(C=C1)S(=O)(=O)O)C (para-toluenesulfonic acid). Solvent: C1=CC=CC=C1 (benzene). The product is C(C1=CC=CC=C1)N[C@@H]1C[C@H](CCC1)C1=CC(=C(C=C1)OC)OC ((trans)-N-benzyl-N-[3-(3,4-dimethoxyphenyl) cyclohexyl]amine), C(C1=CC=CC=C1)N[C@@H]1C[C@@H](CCC1)C1=CC(=C(C=C1)OC)OC ((cis)-N-benzyl-N-[3-(3,4-dimethoxyphenyl)cyclohexyl]amine). Yield: 32.4%. RXN SMILES: [CH3:1][O:2][C:3]1[CH:4]=[C:5]([CH:11]2[CH2:16][CH2:15][CH2:14][C:13](=O)[CH2:12]2)[CH:6]=[CH:7][C:8]=1[O:9][CH3:10].[CH2:18]([NH2:25])[C:19]1[CH:24]=[CH:23][CH:22]=[CH:21][CH:20]=1.C1(C)C=CC(S(O)(=O)=O)=CC=1>C1C=CC=CC=1>[CH2:18]([NH:25][C@H:13]1[CH2:14][CH2:15][CH2:16][C@H:11]([C:5]2[CH:6]=[CH:7][C:8]([O:9][CH3:10])=[C:3]([O:2][CH3:1])[CH:4]=2)[CH2:12]1)[C:19]1[CH:24]=[CH:23][CH:22]=[CH:21][CH:20]=1.[CH2:18]([NH:25][C@H:13]1[CH2:14][CH2:15][CH2:16][C@@H:11]([C:5]2[CH:6]=[CH:7][C:8]([O:9][CH3:10])=[C:3]([O:2][CH3:1])[CH:4]=2)[CH2:12]1)[C:19]1[CH:24]=[CH:23][CH:22]=[CH:21][CH:20]=1. Reported procedure: 3-(3,4-Dimethoxyphenyl)cyclohexanone (6.90 g) and benzylamine (3.16 g) were refluxed for 1.5 hours in benzene (150 ml) in the presence of para-toluenesulfonic acid (630 mg), using a Dean-Stark apparatus while removing the water generated. After distilling off the benzene under reduced pressure, it was dissolved in methanol (120 ml) while cooling on ice, sodium borohydride (1.12 g) was gradually added and the mixture was stirred at room temperature for an hour. After concentrating the reaction so...